This data is from the Open Reaction Database (ORD), a public repository of structured organic reaction records. The task is: describe an organic reaction: reactants, conditions, products, and yield The reactants are C(CC(=O)C)(=O)N (acetoacetamide), [N+](=O)([O-])C=1C=C(C=O)C=CC1 (3-nitrobenzaldehyde), N1CCCCC1 (piperidine), C(C)(=O)O (acetic acid). The solvent is C(C)(C)O (isopropanol). The product is C(C)(=O)/C(/C(=O)N)=C(\C)/[N+](=O)[O-] (α-acetyl-3-nitrocrotonamide). Yield: 117.5%. As a reaction SMILES: [C:1]([NH2:7])(=[O:6])[CH2:2][C:3]([CH3:5])=[O:4].[N+:8]([C:11]1C=C(C=C[CH:18]=1)C=O)([O-:10])=[O:9].N1CCCCC1.C(O)(=O)C>C(O)(C)C>[C:3](/[C:2](=[C:11](/[N+:8]([O-:10])=[O:9])\[CH3:18])/[C:1]([NH2:7])=[O:6])(=[O:4])[CH3:5]. Reported procedure: A mixture of 10 g of acetoacetamide and 15 g of 3-nitrobenzaldehyde in 100 ml of isopropanol is stirred at 35° C. for 4 hours in the presence of 0.3 ml of piperidine and 0.5 ml of acetic acid. The precipitated yellow crystals are collected by filtration to give 20 g of α-acetyl-3-nitrocrotonamide, melting at 159°-161° C. Reactants: O=c1cc(-c2cccnc2)c2ccc(Br)cc2o1, CO, OC(c1cnc(S)s1)(C1CC1)C(F)(F)F, [K+], [OH-]. Yields the product O=c1cc(-c2cccnc2)c2ccc(Sc3ncc(C(O)(C4CC4)C(F)(F)F)s3)cc2o1. Reaction SMILES: [Br:18][c:19]1[cH:20][cH:21][c:22]2[c:23](-[c:30]3[cH:31][n:32][cH:33][cH:34][cH:35]3)[cH:24][c:25](=[O:29])[o:26][c:27]2[cH:28]1.[CH3:36][OH:37].[CH:3]1([C:6]([C:7]([F:8])([F:9])[F:10])([OH:11])[c:12]2[cH:13][n:14][c:15]([SH:17])[s:16]2)[CH2:4][CH2:5]1.[K+:2].[OH-:1]>>[CH:3]1([C:6]([C:7]([F:8])([F:9])[F:10])([OH:11])[c:12]2[cH:13][n:14][c:15]([S:17][c:19]3[cH:20][cH:21][c:22]4[c:23](-[c:30]5[cH:31][n:32][cH:33][cH:34][cH:35]5)[cH:24][c:25](=[O:29])[o:26][c:27]4[cH:28]3)[s:16]2)[CH2:4][CH2:5]1. Reactants: COc1ccc(OC)c(S(=O)(=O)Cl)c1, N, C1CCOC1. Yields the product COc1ccc(OC)c(S(N)(=O)=O)c1. Reaction SMILES: [CH3:1][O:2][c:3]1[c:4]([S:11](=[O:12])(=[O:13])[Cl:14])[cH:5][c:6]([O:9][CH3:10])[cH:7][cH:8]1.[NH3:15].[O:16]1[CH2:17][CH2:18][CH2:19][CH2:20]1>>[CH3:1][O:2][c:3]1[c:4]([S:11](=[O:12])(=[O:13])[NH2:15])[cH:5][c:6]([O:9][CH3:10])[cH:7][cH:8]1. Starting materials: ClCCCl, ClCCl, NOC1CCCCO1, CC(O)C(CCCc1ccccc1)C(=O)O. The product is CC(O)C(CCCc1ccccc1)C(=O)NOC1CCCCO1. RXN SMILES: [CH2:25]([Cl:26])[CH2:27][Cl:28].[Cl:29][CH2:30][Cl:31].[O:17]1[CH:18]([O:23][NH2:24])[CH2:19][CH2:20][CH2:21][CH2:22]1.[c:1]1([CH2:7][CH2:8][CH2:9][CH:10]([C:11](=[O:12])[OH:13])[CH:14]([CH3:15])[OH:16])[cH:2][cH:3][cH:4][cH:5][cH:6]1>>[c:1]1([CH2:7][CH2:8][CH2:9][CH:10]([C:11](=[O:13])[NH:24][O:23][CH:18]2[O:17][CH2:22][CH2:21][CH2:20][CH2:19]2)[CH:14]([CH3:15])[OH:16])[cH:2][cH:3][cH:4][cH:5][cH:6]1. Starting materials: C1(=CC=CC=C1)S(=O)(=O)C=1C=C2C=CC=C(C2=CC1)C#N (6-Benzenesulfonyl-naphthalene-1-carbonitrile). The solvent is C1CCOC1 (THF). Conditions: time 8 hour. The product is C1(=CC=CC=C1)S(=O)(=O)C=1C=C2C=CC=C(C2=CC1)CN (C-(6-Benzenesulfonyl-naphthalen-1-yl)-methylamine), hydrochloride salt. RXN SMILES: [C:1]1([S:7]([C:10]2[CH:11]=[C:12]3[C:17](=[CH:18][CH:19]=2)[C:16]([C:20]#[N:21])=[CH:15][CH:14]=[CH:13]3)(=[O:9])=[O:8])[CH:6]=[CH:5][CH:4]=[CH:3][CH:2]=1>C1COCC1>[C:1]1([S:7]([C:10]2[CH:11]=[C:12]3[C:17](=[CH:18][CH:19]=2)[C:16]([CH2:20][NH2:21])=[CH:15][CH:14]=[CH:13]3)(=[O:9])=[O:8])[CH:2]=[CH:3][CH:4]=[CH:5][CH:6]=1. Reported procedure: 6-Benzenesulfonyl-naphthalene-1-carbonitrile is dissolved in dry THF and cooled to ice bath temperature. Borane-THF complex is added and the reaction mixture is stirred under nitrogen overnight at room temperature. The reaction is quenched by addition of HCl and methanol, and made basic by addition of 1M NaOH. The resulting residue is extracted with EtOAc, and the organic layer is dried (MgSO4), filtered and concentrated under reduced pressure. The residue is recrystallized from HCl/EtOH to give... The reactants are ClC1=C(C(=O)O)C(=CC=C1)Cl (2,6-dichlorobenzoic acid), C([O-])([O-])=O.[K+].[K+] (potassium carbonate), ClC1=C(C(=O)O)C(=CC=C1)Cl (2,6-dichlorobenzoic acid), C([O-])([O-])=O.[K+].[K+] (potassium carbonate), ClCN1S(N(C(C1=O)(CCC)C)C)(=O)=O (2-chloromethyl-4-methyl-4-propyl-5-methyl-1,2,5-thiadiazolidin-3-one 1,1-dioxide). Run in ice water, CN(C)C=O (DMF). Conditions: time 12 hour. Yields the product ClC1=C(C(=CC=C1)Cl)C(=O)OCN1S(N(C(C1=O)(CCC)C)C)(=O)=O (2- (2,6-dichlorophenylcarbonyloxymethyl)-4-methyl-4-propyl-5-methyl-1,2,5-thiadiazolidin-3-one 1,1-dioxide). The yield is 60.2%. RXN SMILES: [Cl:1][C:2]1[CH:10]=[CH:9][CH:8]=[C:7]([Cl:11])[C:3]=1[C:4]([OH:6])=[O:5].C(=O)([O-])[O-].[K+].[K+].Cl[CH2:19][N:20]1[C:24](=[O:25])[C:23]([CH3:29])([CH2:26][CH2:27][CH3:28])[N:22]([CH3:30])[S:21]1(=[O:32])=[O:31]>CN(C=O)C>[Cl:1][C:2]1[CH:10]=[CH:9][CH:8]=[C:7]([Cl:11])[C:3]=1[C:4]([O:6][CH2:19][N:20]1[C:24](=[O:25])[C:23]([CH3:29])([CH2:26][CH2:27][CH3:28])[N:22]([CH3:30])[S:21]1(=[O:31])=[O:32])=[O:5] |f:1.2.3|. Procedure: To a stirred solution of 2,6-dichlorobenzoic acid (206 mg, 1.08 mmol) and 112 mg (0.812 mmol) of potassium carbonate in 20 ml of DMF under nitrogen was added 2-chloromethyl-4-methyl-4-propyl-5-methyl-1,2,5-thiadiazolidin-3-one 1,1-dioxide (250 mg, 0. 981 mmol) and the mixture was allowed to react at room temperature for 12 hours. After adding an additional 2,6-dichlorobenzoic acid (0.038 g) and 0.055 g of potassium carbonate, the mixture was stirred at room temperature for additional 12 hours. T... The reactants are FC1=CC=C(OC2=CC=C(C=O)C=C2)C=C1 (4-(4-fluoro-phenoxy)-benzaldehyde), NC=1C=C(C=CC1N)S(=O)(=O)N (3,4-diamino-benzenesulfonamide), NC=1C=C(C(=O)N)C=CC1N (3,4-diaminobenzamide). Product: C1=C(C=CC2=CC=CC=C12)OC1=CC=C(C=C1)C1=NC2=C(N1)C=CC(=C2)S(=O)(=O)N (2-[4-(Naphthalen-2-yloxy)-phenyl]-1H-benzoimidazole-5-sulfonic acid amide). RXN SMILES: F[C:2]1[CH:16]=[CH:15][C:5]([O:6][C:7]2[CH:14]=[CH:13][C:10]([CH:11]=O)=[CH:9][CH:8]=2)=[CH:4][CH:3]=1.[NH2:17][C:18]1[CH:19]=[C:20]([S:25]([NH2:28])(=[O:27])=[O:26])[CH:21]=[CH:22][C:23]=1[NH2:24].N[C:30]1[CH:31]=C(C=[CH:37][C:38]=1N)C(N)=O>>[CH:15]1[C:16]2[C:2](=[CH:31][CH:30]=[CH:38][CH:37]=2)[CH:3]=[CH:4][C:5]=1[O:6][C:7]1[CH:14]=[CH:13][C:10]([C:11]2[NH:24][C:23]3[CH:22]=[CH:21][C:20]([S:25]([NH2:28])(=[O:26])=[O:27])=[CH:19][C:18]=3[N:17]=2)=[CH:9][CH:8]=1. Procedure details: This compound was prepared according to the methods described in Example 22 and Scheme 3, substituting 4-(naphthalen-2-yloxy)-benzaldehyde for 4-(4-fluoro-phenoxy)-benzaldehyde, and 3,4-diamino-benzenesulfonamide for 3,4-diaminobenzamide.